From a dataset of the Open Reaction Database (ORD), a public repository of structured organic reaction records. describe an organic reaction: reactants, conditions, products, and yield The reactants are CC(=O)[O-], CC(=O)OC(C)=O, CC(C)N, [Na+], O=C1C=CC(=O)O1. Yields the product CC(C)N1C(=O)C=CC1=O. RXN SMILES: [CH3:13][C:14](=[O:15])[O-:16].[CH3:17][C:18]([O:19][C:20](=[O:21])[CH3:22])=[O:23].[CH3:8][CH:9]([CH3:10])[NH2:11].[Na+:12].[O:1]=[C:2]1[O:3][C:4](=[O:5])[CH:6]=[CH:7]1>>[O:1]=[C:2]1[CH:7]=[CH:6][C:4](=[O:5])[N:11]1[CH:9]([CH3:8])[CH3:10].